describe an organic reaction: reactants, conditions, products, and yield From a dataset of the Open Reaction Database (ORD), a public repository of structured organic reaction records. Reactants: C(C)(=O)O (acetic acid), C=1C=CC2=C(C1)N=NN2O (HOBt), CN1CCOCC1 (4-methylmorpholine), C(CCl)Cl (EDC), NC=1C=C(C=CC1)C1=NN2C(C(=N1)NC1=CC(=C(C(=C1)OC)OC)OC)=C(N=C2C)C (N-[2-(3-Aminophenyl)-5,7-dimethylimidazo[5,1-f][1,2,4]triazin-4-yl]-N-(3,4,5-tri-methoxyphenyl)amine). The product is CC=1N=C(N2N=C(N=C(C21)NC2=CC(=C(C(=C2)OC)OC)OC)C=2C=C(C=CC2)NC(C)=O)C (N-(3-{5,7-Dimethyl-4-[(3,4,5-trimethoxyphenyl)amino]imidazo[5,1-f][1,2,4]triazin-2-yl}phenyl)acetamide). Reaction SMILES: [C:1]([OH:4])(=O)[CH3:2].C1C=CC2N(O)N=NC=2C=1.CN1CCOCC1.C(Cl)CCl.[NH2:26][C:27]1[CH:28]=[C:29]([C:33]2[N:38]=[C:37]([NH:39][C:40]3[CH:45]=[C:44]([O:46][CH3:47])[C:43]([O:48][CH3:49])=[C:42]([O:50][CH3:51])[CH:41]=3)[C:36]3=[C:52]([CH3:56])[N:53]=[C:54]([CH3:55])[N:35]3[N:34]=2)[CH:30]=[CH:31][CH:32]=1>>[CH3:56][C:52]1[N:53]=[C:54]([CH3:55])[N:35]2[C:36]=1[C:37]([NH:39][C:40]1[CH:41]=[C:42]([O:50][CH3:51])[C:43]([O:48][CH3:49])=[C:44]([O:46][CH3:47])[CH:45]=1)=[N:38][C:33]([C:29]1[CH:28]=[C:27]([NH:26][C:1](=[O:4])[CH3:2])[CH:32]=[CH:31][CH:30]=1)=[N:34]2. Reported procedure: 14 mg (0.21 mmol) of acetic acid, 31 mg (0.23 mmol) of HOBt, 63 mg (0.62 mmol) of 4-methylmorpholine, 44 mg (0.23 mmol) of EDC and 87 mg (0.21 mmol) of 3-[5,7-dimethyl-4-(3,4,5-trimethoxyphenoxy)imidazo[5,1-f][1,2,4]triazin-2-yl]-aniline from example 7 are reacted analogously to example 2. The reactants are CC(=O)[O-], CCO, COc1ccc(CN)cc1O, [Na+], CC(O)=C1C(=O)NC(=O)CC1c1ccccc1. Yields the product COc1ccc(CNC(C)=C2C(=O)NC(=O)CC2c2ccccc2)cc1O. RXN SMILES: [CH3:30][C:31](=[O:32])[O-:33].[CH3:34][CH2:35][OH:36].[NH2:18][CH2:19][c:20]1[cH:21][cH:22][c:23]([O:27][CH3:28])[c:24]([OH:26])[cH:25]1.[Na+:29].[OH:1][C:2]([CH3:3])=[C:4]1[C:5](=[O:17])[NH:6][C:7](=[O:16])[CH2:8][CH:9]1[c:10]1[cH:11][cH:12][cH:13][cH:14][cH:15]1>>[C:2]([CH3:3])(=[C:4]1[C:5](=[O:17])[NH:6][C:7](=[O:16])[CH2:8][CH:9]1[c:10]1[cH:11][cH:12][cH:13][cH:14][cH:15]1)[NH:18][CH2:19][c:20]1[cH:21][cH:22][c:23]([O:27][CH3:28])[c:24]([OH:26])[cH:25]1. Starting materials: ClCC1=CC(=CC=C1)CCl (α,α'-dichloro-m-xylene), C1(=CC=CC=C1)P(C1=CC=CC=C1)C1=CC=CC=C1 (triphenylphosphine), [H-].[Na+] (sodium hydride), S1C=C(C=C1)C=1C=C(SC1)C=O (4-(3-thienyl)-2-thiophenecarboxaldehyde), [Cl-].ClCC=1C=C(C[P+](C2=CC=CC=C2)(C2=CC=CC=C2)C2=CC=CC=C2)C=CC1 (3-chloromethylbenzyltriphenylphosphonium chloride). Solvent: C=1(C(=CC=CC1)C)C (xylene), O1CCCC1 (tetrahydrofuran). Conditions: time 1.5 hour. The product is S1C=C(C=C1)C=1C=C(SC1)/C=C/C=1C=C(CCl)C=CC1 ((E)-3-[2-[4-(3-thienyl)-2-thienyl]ethenyl]benzyl chloride). Isolated yield 49.0%. Reaction SMILES: [S:1]1[CH:5]=[CH:4][C:3]([C:6]2[CH:7]=[C:8]([CH:11]=O)[S:9][CH:10]=2)=[CH:2]1.[Cl-].[Cl:14][CH2:15][C:16]1[CH:17]=[C:18]([CH:39]=[CH:40][CH:41]=1)[CH2:19][P+](C1C=CC=CC=1)(C1C=CC=CC=1)C1C=CC=CC=1.ClCC1C=CC=C(CCl)C=1.C1(P(C2C=CC=CC=2)C2C=CC=CC=2)C=CC=CC=1.[H-].[Na+]>O1CCCC1.C1(C)C(C)=CC=CC=1>[S:1]1[CH:5]=[CH:4][C:3]([C:6]2[CH:7]=[C:8](/[CH:11]=[CH:19]/[C:18]3[CH:17]=[C:16]([CH:41]=[CH:40][CH:39]=3)[CH2:15][Cl:14])[S:9][CH:10]=2)=[CH:2]1 |f:1.2,5.6|. Procedure details: 100 mg of 4-(3-thienyl)-2-thiophenecarboxaldehyde and 250 mg of 3-chloromethylbenzyltriphenylphosphonium chloride [prepared by refluxing a xylene solution of α,α'-dichloro-m-xylene and triphenylphosphine] were suspended in 1 ml of tetrahydrofuran, and 31 mg of 60% oily sodium hydride was added under ice cooling. The mixture was stirred for 1.5 hours at room temperature, and the solvent was evaporated. The residue was neutralized with 1 N HCl, and extracted with ethyl acetate. The extract was wor... Starting materials: C(C)S(=O)(=O)N1CCC(CC1)C1=CNC2=C(C=C(C=C12)C1=CSC(=C1)C=O)C(=O)N (3-[1-(ethylsulfonyl)-4-piperidinyl]-5-(5-formyl-3-thienyl)-1H-indole-7-carboxamide), CN1[C@H](CCC1)C ((2S)-1,2-dimethylpyrrolidine), C(C)(=O)O[BH-](OC(C)=O)OC(C)=O.[Na+] (sodium triacetoxyborohydride). Reagents/catalysts: C(C)(=O)O (acetic acid). Run in CS(=O)C (dimethyl sulfoxide). Reaction conditions: time 6 hour. The product is C(C)S(=O)(=O)N1CCC(CC1)C1=CNC2=C(C=C(C=C12)C1=CSC(=C1)CN1[C@H](CCC1)C)C(=O)N (3-[1-(ethylsulfonyl)-4-piperidinyl]-5-(5-{[(2S)-2-methyl-1-pyrrolidinyl]methyl}-3-thienyl)-1H-indole-7-carboxamide). Yield: 17.3%. Reaction SMILES: [CH2:1]([S:3]([N:6]1[CH2:11][CH2:10][CH:9]([C:12]2[C:20]3[C:15](=[C:16]([C:28]([NH2:30])=[O:29])[CH:17]=[C:18]([C:21]4[CH:25]=[C:24]([CH:26]=O)[S:23][CH:22]=4)[CH:19]=3)[NH:14][CH:13]=2)[CH2:8][CH2:7]1)(=[O:5])=[O:4])[CH3:2].C[N:32]1[CH2:36][CH2:35][CH2:34][C@@H:33]1[CH3:37].C(O[BH-](OC(=O)C)OC(=O)C)(=O)C.[Na+]>CS(C)=O.C(O)(=O)C>[CH2:1]([S:3]([N:6]1[CH2:11][CH2:10][CH:9]([C:12]2[C:20]3[C:15](=[C:16]([C:28]([NH2:30])=[O:29])[CH:17]=[C:18]([C:21]4[CH:25]=[C:24]([CH2:26][N:32]5[CH2:36][CH2:35][CH2:34][C@@H:33]5[CH3:37])[S:23][CH:22]=4)[CH:19]=3)[NH:14][CH:13]=2)[CH2:8][CH2:7]1)(=[O:4])=[O:5])[CH3:2] |f:2.3|. Procedure: To a solution of 3-[1-(ethylsulfonyl)-4-piperidinyl]-5-(5-formyl-3-thienyl)-1H-indole-7-carboxamide (600 mg, 1.348 mmol) in dimethyl sulfoxide (10 mL) was added of 20 drops of acetic acid and (2S)-1,2-dimethylpyrrolidine (1.37 mL, 13.483 mmol). The resulting mixture was stirred at room temperature for 6 h followed by an addition of sodium triacetoxyborohydride (2.858 g, 13.483 mmol). The reaction was stirred at room temperature overnight then purified by SFC. This compound was separated by RTP C... Starting materials: C(C(=C)C)(=O)OCC(O)COC(C(=C)C)=O (glycerol-1,3-dimethacrylate), O=P12OP3(=O)OP(=O)(O1)OP(=O)(O2)O3 (phosphorous pentoxide). Yields the product C(C(=C)C)(=O)OCC(O)COC(C(=C)C)=O.P(=O)([O-])([O-])[O-] (glycerol-1,3-dimethacrylate phosphate). Reaction SMILES: [C:1]([O:6][CH2:7][CH:8]([CH2:10][O:11][C:12](=[O:16])[C:13]([CH3:15])=[CH2:14])[OH:9])(=[O:5])[C:2]([CH3:4])=[CH2:3].[O:17]=[P:18]12[O:29]P3(OP(OP(O3)([O:25]1)=O)(=O)[O:19]2)=O>>[C:1]([O:6][CH2:7][CH:8]([CH2:10][O:11][C:12](=[O:16])[C:13]([CH3:15])=[CH2:14])[OH:9])(=[O:5])[C:2]([CH3:4])=[CH2:3].[P:18]([O-:29])([O-:25])([O-:19])=[O:17] |f:2.3|. Procedure details: Reaction of 72 g glycerol-1,3-dimethacrylate with 17 g phosphorous pentoxide was performed under stirring, cooling with an ice bath and nitrogen atmosphere at room temperature for 48 hours to yield glycerol-1,3-dimethacrylate phosphate as a pale yellow liquid. The product was characterized by 1H- and 31P-NMR spectroscopy. Starting materials: N(=O)[O-].[Na+] (sodium nitrite), NC=1C=C(C(=O)O)C=C(C1C(C1=CC=CC=C1)=O)[N+](=O)[O-] (3-amino-4-benzoyl-5--nitrobenzoic acid), S(O)(O)(=O)=O (sulfuric acid). The solvent is O (water), O (water). The product is C(C1=CC=CC=C1)(=O)C1=C(C=C(C(=O)O)C=C1[N+](=O)[O-])O (4-benzoyl-3-hydroxy-5-nitrobenzoic acid), monohydrate. As a reaction SMILES: N[C:2]1[CH:3]=[C:4]([CH:8]=[C:9]([N+:19]([O-:21])=[O:20])[C:10]=1[C:11](=[O:18])[C:12]1[CH:17]=[CH:16][CH:15]=[CH:14][CH:13]=1)[C:5]([OH:7])=[O:6].S(=O)(=O)(O)[OH:23].N([O-])=O.[Na+]>O>[C:11]([C:10]1[C:9]([N+:19]([O-:21])=[O:20])=[CH:8][C:4]([C:5]([OH:7])=[O:6])=[CH:3][C:2]=1[OH:23])(=[O:18])[C:12]1[CH:17]=[CH:16][CH:15]=[CH:14][CH:13]=1 |f:2.3|. Procedure details: To a solution of 3-amino-4-benzoyl-5--nitrobenzoic acid (100 g) in a mixture of conc. sulfuric acid (875 ml) and water (280 ml) is dropwise added a solution of sodium nitrite (45.0 g) in water (280 ml), while stirring at -5° C to 0° C. After additional stirring at -5° C to 0° C for about 15 minutes, the resulting diazoniumsolution is heated on a steam bath for 2-3 hours until the nitrogen evolution has ceased. After cooling, the resulting precipitate is collected by filtration and washed with wa...